Dataset: the Open Reaction Database (ORD), a public repository of structured organic reaction records. Task: describe an organic reaction: reactants, conditions, products, and yield Reactants: Brc1cc2ccccc2s1, Brc1ccc2sccc2c1, CON(C)C(=O)CC(C)C, I, [Mg], C1CCOC1. Yields the product CC(C)CC(=O)c1ccc2sccc2c1. RXN SMILES: [Br:13][c:14]1[s:15][c:16]2[cH:17][cH:18][cH:19][cH:20][c:21]2[cH:22]1.[Br:1][c:2]1[cH:3][c:4]2[c:5]([s:6][cH:7][cH:8]2)[cH:9][cH:10]1.[CH3:23][O:24][N:25]([C:26]([CH2:27][CH:28]([CH3:29])[CH3:30])=[O:31])[CH3:32].[I:12].[Mg:11].[O:33]1[CH2:34][CH2:35][CH2:36][CH2:37]1>>[c:2]1([C:26]([CH2:27][CH:28]([CH3:29])[CH3:30])=[O:31])[cH:3][c:4]2[c:5]([s:6][cH:7][cH:8]2)[cH:9][cH:10]1. Reactants: ClC=1C=C(C2=C(N=C(O2)N2CCNCCC2)C1)C (5-chloro-2-(1-homopiperazinyl)-7-methylbenzoxazole), S(O)(O)(=O)=O.CO (sulfuric acid methanol), CO (methanol), S(O)(O)(=O)=O (sulfuric acid). Run in C(C)(=O)OCC (ethyl acetate). Product: S(=O)(=O)(O)O.ClC=1C=C(C2=C(N=C(O2)N2CCNCCC2)C1)C (5-Chloro-2-(1-homopiperazinyl)-7-methylbenzoxazole sulfate). RXN SMILES: [Cl:1][C:2]1[CH:3]=[C:4]([CH3:18])[C:5]2[O:9][C:8]([N:10]3[CH2:16][CH2:15][CH2:14][NH:13][CH2:12][CH2:11]3)=[N:7][C:6]=2[CH:17]=1.[S:19](=[O:23])(=[O:22])([OH:21])[OH:20].CO.CO.S(=O)(=O)(O)O>C(OCC)(=O)C>[S:19]([OH:23])([OH:22])(=[O:21])=[O:20].[Cl:1][C:2]1[CH:3]=[C:4]([CH3:18])[C:5]2[O:9][C:8]([N:10]3[CH2:16][CH2:15][CH2:14][NH:13][CH2:12][CH2:11]3)=[N:7][C:6]=2[CH:17]=1 |f:1.2,6.7|. Procedure details: A solution of 5-chloro-2-(1-homopiperazinyl)-7-methylbenzoxazole (2.5 g) in ethyl acetate (75 mL) was added dropwise with a separately prepared sulfuric acid/methanol solution [prepared by adding methanol to 95% sulfuric acid (0.53 mL) to a total volume of 12.5 mL] at room temperature with stirring. The mixture was stirred for 1 hour with ice cooling, and the produced colorless precipitates were collected by filtration. The precipitates were dried at 35 C.° under reduced pressure for 5 hours to ... The reactants are COC=1C=C(C=CC1OC)C1=NNC([C@H]2CCCC[C@@H]12)=O ((cis)-4-(3,4-Dimethoxyphenyl)-4a,5,6,7,8,8a-hexahydro-2H-phthalazin-1-one), BrCCCO (3-bromo-1-propanol), COC=1C=C(C=CC1OC)C1=NN(C([C@H]2CCCC[C@@H]12)=O)C ((cis)-4-(3,4-Dimethoxyphenyl)-2-methyl-4a,5,6,7,8,8a-hexahydro-2H-phthalazin-1-one). The product is OCCCN1C([C@H]2CCCC[C@H]2C(=N1)C1=CC(=C(C=C1)OC)OC)=O ((cis)-2-(3-Hydroxy-1-propyl)-4-(3,4-dimethoxyphenyl)-4a,5,6,7,8,8a-hexahydro-2H-phthalazin-1-one). RXN SMILES: [CH3:1][O:2][C:3]1[CH:4]=[C:5]([C:11]2[C@H:20]3[C@H:15]([CH2:16][CH2:17][CH2:18][CH2:19]3)[C:14](=[O:21])[NH:13][N:12]=2)[CH:6]=[CH:7][C:8]=1[O:9][CH3:10].Br[CH2:23][CH2:24][CH2:25][OH:26].COC1C=C(C2[C@H]3[C@H](CCCC3)C(=O)N(C)N=2)C=CC=1OC>>[OH:26][CH2:25][CH2:24][CH2:23][N:13]1[N:12]=[C:11]([C:5]2[CH:6]=[CH:7][C:8]([O:9][CH3:10])=[C:3]([O:2][CH3:1])[CH:4]=2)[C@H:20]2[C@H:15]([CH2:16][CH2:17][CH2:18][CH2:19]2)[C:14]1=[O:21]. Procedure: Prepared from compound 1 and 3-bromo-1-propanol as described for compound 8. Purified by chromatography (dichloromethane). Crystallized from diethyl ether/petroleum ether (60-95° C.). M.p. 94-97° C. Starting materials: 1h, C(C)N1N=C2C=CC=CC2=C1 (2-ethyl indazole), BrBr (bromine), O (water). The solvent is C(C)O (ethanol), C(C)O (ethanol). Yields the product C(C)N1N=C2C=CC=CC2=C1Br (2-Ethyl-3-bromoindazole). Isolated yield 65.5%. RXN SMILES: [CH2:1]([N:3]1[CH:11]=[C:10]2[C:5]([CH:6]=[CH:7][CH:8]=[CH:9]2)=[N:4]1)[CH3:2].[Br:12]Br.O>C(O)C>[CH2:1]([N:3]1[C:11]([Br:12])=[C:10]2[C:5]([CH:6]=[CH:7][CH:8]=[CH:9]2)=[N:4]1)[CH3:2]. Reported procedure: To a solution of 2-ethyl indazole (2.32 g, 15.87 mmol) in ethanol (20 mL) was added bromine (2.54 g, 15.87 mmol) in ethanol (1 mL)/water (1 mL) at 0° C. After stirring at 0° C. for 10 min. and at rt for 1h, the reaction was quenched with aq. sodium bicarbonate. The mixture was partitioned between ethyl acetate and aq. sodium bicarbonate. The aqueous layer was extracted with ethyl acetate (3×). The combined organic phase was washed with brine, and dried over anhydrous magnesium sulfate. Purificat... Starting materials: [Co] (cobalt), [Al] (aluminum), organometallic, low dielectric solvent, C1(=CC=CC=C1)C (toluene), titanium boride. Yields the product C1(C=CC=C1)[Co]C1C=CC=C1 (dicyclopentadienyl cobalt). RXN SMILES: [Co:1].[Al].[C:3]1([CH3:9])[CH:8]=[CH:7][CH:6]=CC=1>>[CH:8]1([Co:1][CH:3]2[CH:8]=[CH:7][CH:6]=[CH:9]2)[CH:3]=[CH:9][CH:6]=[CH:7]1. Procedure: A solution of dicyclopentadienyl cobalt was prepared containing 9.92 grams of this organometallic compound and 80 milliliters of the low dielectric solvent toluene. This solution was reacted with 9.79 grams of titanium boride powder to produce a ceramic-metal compound having 0.15% cobalt. The mole fraction of cobalt (x) was 0.005. The novel intercalation compound Co0.005 TiB2 was produced. Reactants: CCCCC(CC)CO, Cc1ccccc1, O, O=S(=O)(O)O, O=C(O)c1ccccc1S. Yields the product CCCCC(CC)COC(=O)c1ccccc1S. As a reaction SMILES: [CH2:1]([CH3:2])[CH:3]([CH2:4][OH:5])[CH2:6][CH2:7][CH2:8][CH3:9].[CH3:26][c:27]1[cH:28][cH:29][cH:30][cH:31][cH:32]1.[OH2:25].[S:20](=[O:21])(=[O:22])([OH:23])[OH:24].[SH:10][c:11]1[c:12]([C:13](=[O:14])[OH:15])[cH:16][cH:17][cH:18][cH:19]1>>[CH2:1]([CH3:2])[CH:3]([CH2:4][O:5][C:13]([c:12]1[c:11]([SH:10])[cH:19][cH:18][cH:17][cH:16]1)=[O:14])[CH2:6][CH2:7][CH2:8][CH3:9]. The reactants are CCOC(=O)c1ccc(-c2nn(Cc3ccccc3)c3ccccc23)o1, OCCO. Product: O=C(OCCO)c1ccc(-c2nn(Cc3ccccc3)c3ccccc23)o1. Reaction SMILES: [CH2:1]([c:2]1[cH:3][cH:4][cH:5][cH:6][cH:7]1)[n:8]1[n:9][c:10](-[c:17]2[o:18][c:19]([C:22](=[O:23])[O:24][CH2:25][CH3:26])[cH:20][cH:21]2)[c:11]2[cH:12][cH:13][cH:14][cH:15][c:16]12.[OH:27][CH2:28][CH2:29][OH:30]>>[CH2:1]([c:2]1[cH:3][cH:4][cH:5][cH:6][cH:7]1)[n:8]1[n:9][c:10](-[c:17]2[o:18][c:19]([C:22](=[O:23])[O:24][CH2:25][CH2:26][OH:27])[cH:20][cH:21]2)[c:11]2[cH:12][cH:13][cH:14][cH:15][c:16]12.